Task: describe an organic reaction: reactants, conditions, products, and yield. Dataset: the Open Reaction Database (ORD), a public repository of structured organic reaction records Starting materials: CCOC(C=CC(C)=CCO)OCC, Cl. Product: CC(C=CC=O)=CCO. As a reaction SMILES: [CH2:1]([O:3][CH:4]([O:2][CH2:12][CH3:13])[CH:5]=[CH:6][C:7](=[CH:8][CH2:9][OH:10])[CH3:11])[CH3:14].[ClH:15]>>[O:3]=[CH:4][CH:5]=[CH:6][C:7](=[CH:8][CH2:9][OH:10])[CH3:11]. Reactants: COc1cc(C=O)cc(Br)c1OC, C1CCNCC1, CCO, N#CCC#N. The product is COc1cc(C=C(C#N)C#N)cc(Br)c1OC. Reaction SMILES: [Br:1][c:2]1[c:3]([O:12][CH3:13])[c:4]([O:10][CH3:11])[cH:5][c:6]([CH:7]=[O:8])[cH:9]1.[CH2:19]1[CH2:20][CH2:21][NH:22][CH2:23][CH2:24]1.[CH3:25][CH2:26][OH:27].[N:14]#[C:15][CH2:16][C:17]#[N:18]>>[Br:1][c:2]1[c:3]([O:12][CH3:13])[c:4]([O:10][CH3:11])[cH:5][c:6]([CH:7]=[C:16]([C:15]#[N:14])[C:17]#[N:18])[cH:9]1. The reactants are BrC1=C(C(=O)O)C=C(C=C1)OC (2-bromo-5-methoxybenzoic acid), C(CCC)[Li] (n-butyllithium), CON(C(C1=CC=C(C=C1)COC)=O)C (N-methoxy-4-methoxymethyl-N-methylbenzamide). Yields the product COC=1C=CC(=C(C(=O)O)C1)C(C1=CC=C(C=C1)COC)=O (5-methoxy-2-(4-methoxymethylbenzoyl)benzoic acid). As a reaction SMILES: Br[C:2]1[CH:10]=[CH:9][C:8]([O:11][CH3:12])=[CH:7][C:3]=1[C:4]([OH:6])=[O:5].C([Li])CCC.CON(C)[C:21](=[O:31])[C:22]1[CH:27]=[CH:26][C:25]([CH2:28][O:29][CH3:30])=[CH:24][CH:23]=1>>[CH3:12][O:11][C:8]1[CH:9]=[CH:10][C:2]([C:21](=[O:31])[C:22]2[CH:23]=[CH:24][C:25]([CH2:28][O:29][CH3:30])=[CH:26][CH:27]=2)=[C:3]([CH:7]=1)[C:4]([OH:6])=[O:5]. Reported procedure: This compound is synthesized according to the method described in 3.2. by reacting 2-bromo-5-methoxybenzoic acid pretreated with n-butyllithium with N-methoxy-4-methoxymethyl-N-methylbenzamide. The product is crystallized from diisopropyl ether. Starting materials: 41.8, C(C)OCCN1C(=NC=2C1=NC=CC2)CN2CCN(CC2)CC#N (4-[[3-(2-ethoxyethyl)-3H-imidazo-[4,5-b]pyridin-2-yl]methyl]-1-piperazineacetonitrile), N (ammonia), [H][H] (hydrogen). The reagents and catalysts are [Ni] (Raney nickel). Run in CO (methanol). Yields the product 37.4, C(C)OCCN1C(=NC=2C1=NC=CC2)CN2CCN(CC2)CCN (4-[[3-(2-ethoxyethyl)-3H-imidazo[4,5-b]pyridin-2-yl]methyl]-1-piperazineethanamine). The yield is 52.1%. Reaction SMILES: [CH2:1]([O:3][CH2:4][CH2:5][N:6]1[C:10]2=[N:11][CH:12]=[CH:13][CH:14]=[C:9]2[N:8]=[C:7]1[CH2:15][N:16]1[CH2:21][CH2:20][N:19]([CH2:22][C:23]#[N:24])[CH2:18][CH2:17]1)[CH3:2].N.[H][H]>[Ni].CO>[CH2:1]([O:3][CH2:4][CH2:5][N:6]1[C:10]2=[N:11][CH:12]=[CH:13][CH:14]=[C:9]2[N:8]=[C:7]1[CH2:15][N:16]1[CH2:17][CH2:18][N:19]([CH2:22][CH2:23][NH2:24])[CH2:20][CH2:21]1)[CH3:2]. Reported procedure: A mixture of 41.8 parts of 4-[[3-(2-ethoxyethyl)-3H-imidazo-[4,5-b]pyridin-2-yl]methyl]-1-piperazineacetonitrile and 1100 parts of methanol, saturated with ammonia was hydrogenated at normal pressure and at room temperature with 20 parts of Raney nickel catalyst. After the calculated amount of hydrogen was taken up, the catalyst was filtered off and the filtrate was evaporated. The residue was converted into the (E)-2-butenedioate salt in 2-propanol. The salt was filtered off and crystallized fr... Product: CCN1CCC(CCCCO)CC1. The reactants are O=C([O-])[O-], CC#N, Cl, CCI, [K+], [K+], OCCCCC1CCNCC1. RXN SMILES: [C:13](=[O:14])([O-:15])[O-:16].[CH3:22][C:23]#[N:24].[ClH:1].[I:19][CH2:20][CH3:21].[K+:17].[K+:18].[NH:2]1[CH2:3][CH2:4][CH:5]([CH2:8][CH2:9][CH2:10][CH2:11][OH:12])[CH2:6][CH2:7]1>>[N:2]1([CH2:20][CH3:21])[CH2:3][CH2:4][CH:5]([CH2:8][CH2:9][CH2:10][CH2:11][OH:12])[CH2:6][CH2:7]1. Starting materials: ClC1=C2C(=NN=C1C1=CC=CC=C1)NN=C2I (4-chloro-3-iodo-5-phenyl-1H-pyrazolo[3,4-c]pyridazine), ClC1=C2C(=NN=C1C1=CC=CC=C1)NN=C2 (4-chloro-5-phenyl-1H-pyrazolo[3,4-c]pyridazine), CN1CCN(CC1)CCO (2-(4-methylpiperazin-1-yl)ethanol), N(=NC(=O)OCC)C(=O)OCC (diethyl azodicarboxylate), C1(=CC=CC=C1)P(C1=CC=CC=C1)C1=CC=CC=C1 (triphenyl phosphine). The solvent is O1CCOCC1 (1,4-dioxane). The product is ClC1=C2C(=NN=C1C1=CC=CC=C1)N(N=C2C=2C=NN(C2)C)CCN2CCN(CC2)C (4-chloro-3-(1-methyl-1H-pyrazol-4-yl)-1-(2-(4-methylpiperazin-1-yl)ethyl)-5-phenyl-1H-pyrazolo[3,4-c]pyridazine). As a reaction SMILES: [Cl:1][C:2]1[C:7]([C:8]2[CH:13]=[CH:12][CH:11]=[CH:10][CH:9]=2)=[N:6][N:5]=[C:4]2[NH:14][N:15]=[C:16](I)[C:3]=12.ClC1C(C2C=CC=CC=2)=NN=[C:21]2[NH:31][N:32]=[CH:33][C:20]=12.[CH3:34][N:35]1[CH2:40][CH2:39][N:38]([CH2:41][CH2:42]O)[CH2:37][CH2:36]1.N(C(OCC)=O)=N[C:46](OCC)=O.C1(P(C2C=CC=CC=2)C2C=CC=CC=2)C=CC=CC=1>O1CCOCC1>[Cl:1][C:2]1[C:7]([C:8]2[CH:13]=[CH:12][CH:11]=[CH:10][CH:9]=2)=[N:6][N:5]=[C:4]2[N:14]([CH2:42][CH2:41][N:38]3[CH2:39][CH2:40][N:35]([CH3:34])[CH2:36][CH2:37]3)[N:15]=[C:16]([C:20]3[CH:21]=[N:31][N:32]([CH3:46])[CH:33]=3)[C:3]=12. Procedure details: A solution of 4-chloro-3-iodo-5-phenyl-1H-pyrazolo[3,4-c]pyridazine and 4-chloro-5-phenyl-1H-pyrazolo[3,4-c]pyridazine (9:1, 1.4 g), 2-(4-methylpiperazin-1-yl)ethanol (1.13 g, 7.8 mmol), diethyl azodicarboxylate (1.37 g, 7.8 mmol) and triphenyl phosphine (2.07 g, 7.9 mmol) in 1,4-dioxane (26 mL) was heated to 85° C. for 1 h and then cooled to room temperature and concentrated in vacuo. The residue was partially purified by column chromatography (silica gel, starting with iso-hexanes/ethyl acetat...